Dataset: the Open Reaction Database (ORD), a public repository of structured organic reaction records. Task: describe an organic reaction: reactants, conditions, products, and yield Starting materials: C(CCC)[Li] (butyl lithium), S1C=NC2=C1C=CC=C2 (benzothiazole), C(C1=CC=CC=C1)=O (Benzaldehyde). The solvent is O1CCCC1 (tetrahydrofurane), O1CCCC1 (tetrahydrofurane). Reaction conditions: temperature -20 celsius, time 15 minute. Yields the product S1C(=NC2=C1C=CC=C2)C(O)C2=CC=CC=C2 (benzothiazol-2-ylphenylmethanol). Reaction SMILES: [S:1]1[C:5]2[CH:6]=[CH:7][CH:8]=[CH:9][C:4]=2[N:3]=[CH:2]1.C([Li])CCC.[CH:15](=[O:22])[C:16]1[CH:21]=[CH:20][CH:19]=[CH:18][CH:17]=1>O1CCCC1>[S:1]1[C:5]2[CH:6]=[CH:7][CH:8]=[CH:9][C:4]=2[N:3]=[C:2]1[CH:15]([C:16]1[CH:21]=[CH:20][CH:19]=[CH:18][CH:17]=1)[OH:22]. Procedure: A solution of benzothiazole (1.35 g) in tetrahydrofurane (10 mL) in a dried round bottom baloon is cooled at −70° C. A solution of butyl lithium (4.1 mL) is added and the mixture stirred for 15 minutes. Benzaldehyde (1.03 mL) diluted with tetrahydrofurane (10 mL) is then added. The mixture is stirred at −70° C. for 1 h, allowed to warm to −20° C. and quenched with saturated aqueous ammonium chloride solution. The mixture is extracted with ethyl acetate. Organic extracts are pooled, dried over ma... Reactants: [OH-].[Na+] (sodium hydroxide), BrC1=C(C=CC(=C1)F)N1C(C(=CC=C1C)C#N)=O (1-(2-bromo-4-fluorophenyl)-6-methyl-2-oxo-1,2-dihydropyridine-3-carbonitrile), BrC1=C(C=CC(=C1)F)N1C(C(=C(C=C1)C)C#N)=O (1-(2-bromo-4-fluorophenyl)-4-methyl-2-oxo-1,2-dihydropyridine-3-carbonitrile), S(O)(O)(=O)=O (sulfuric acid). Run in O (water). Reaction conditions: temperature 100 celsius, time 16 hour. The product is BrC1=C(C=CC(=C1)F)N1C(C(=CC=C1C)C(=O)O)=O (1-(2-bromo-4-fluorophenyl)-6-methyl-2-oxo-1,2-dihydropyridine-3-carboxylic acid). Isolated yield 53.0%. RXN SMILES: [Br:1][C:2]1[CH:7]=[C:6]([F:8])[CH:5]=[CH:4][C:3]=1[N:9]1[C:14]([CH3:15])=[CH:13][CH:12]=[C:11]([C:16]#N)[C:10]1=[O:18].BrC1C=C(F)C=CC=1N1C=CC(C)=C(C#N)C1=[O:36].S(=O)(=O)(O)O.[OH-:42].[Na+]>O>[Br:1][C:2]1[CH:7]=[C:6]([F:8])[CH:5]=[CH:4][C:3]=1[N:9]1[C:14]([CH3:15])=[CH:13][CH:12]=[C:11]([C:16]([OH:36])=[O:42])[C:10]1=[O:18] |f:3.4|. Procedure details: To a mixture of 1-(2-bromo-4-fluorophenyl)-6-methyl-2-oxo-1,2-dihydropyridine-3-carbonitrile, 1-(2-bromo-4-fluorophenyl)-4-methyl-2-oxo-1,2-dihydropyridine-3-carbonitrile (2.00 g, 6.51 mmol) and water (10 mL) was added conc. sulfuric acid (10 mL) at 0° C., and the mixture was stirred at 100° C. for 16 hr. After cooling to 0° C., the mixture was basified (pH 11) with 8N aqueous sodium hydroxide solution and washed with ethyl acetate. The aqueous layer was acidified (pH 4) with 5N hydrochloric aci... The reactants are Cc1ccccc1, C[Al](C)C, Nc1cccc(I)c1, [Na+], [OH-], COC(=O)c1sccc1NCc1ccnc2ccccc12. The product is O=C(Nc1cccc(I)c1)c1sccc1NCc1ccnc2ccccc12. RXN SMILES: [CH3:36][c:37]1[cH:38][cH:39][cH:40][cH:41][cH:42]1.[CH3:9][Al:10]([CH3:11])[CH3:12].[I:1][c:2]1[cH:3][c:4]([NH2:5])[cH:6][cH:7][cH:8]1.[Na+:35].[OH-:34].[n:13]1[cH:14][cH:15][c:16]([CH2:23][NH:24][c:25]2[c:26]([C:30](=[O:31])[O:32][CH3:33])[s:27][cH:28][cH:29]2)[c:17]2[cH:18][cH:19][cH:20][cH:21][c:22]12>>[I:1][c:2]1[cH:3][c:4]([NH:5][C:30]([c:26]2[c:25]([NH:24][CH2:23][c:16]3[cH:15][cH:14][n:13][c:22]4[c:17]3[cH:18][cH:19][cH:20][cH:21]4)[cH:29][cH:28][s:27]2)=[O:31])[cH:6][cH:7][cH:8]1. Product: CC(C)Oc1ccc(NC(=O)c2cccc(S(=O)(=O)N3CCCCC3)c2)cc1. Reaction SMILES: [CH:19]([CH3:20])([CH3:21])[O:22][c:23]1[cH:24][cH:25][c:26]([NH2:27])[cH:28][cH:29]1.[N:1]1([S:7](=[O:8])(=[O:9])[c:10]2[cH:11][c:12]([C:13](=[O:14])[OH:15])[cH:16][cH:17][cH:18]2)[CH2:2][CH2:3][CH2:4][CH2:5][CH2:6]1>>[N:1]1([S:7](=[O:8])(=[O:9])[c:10]2[cH:11][c:12]([C:13](=[O:15])[NH:27][c:26]3[cH:25][cH:24][c:23]([O:22][CH:19]([CH3:20])[CH3:21])[cH:29][cH:28]3)[cH:16][cH:17][cH:18]2)[CH2:2][CH2:3][CH2:4][CH2:5][CH2:6]1. The reactants are CC(C)Oc1ccc(N)cc1, O=C(O)c1cccc(S(=O)(=O)N2CCCCC2)c1.